From a dataset of the Open Reaction Database (ORD), a public repository of structured organic reaction records. describe an organic reaction: reactants, conditions, products, and yield Starting materials: CC=1C=CC=CC1O[C@H](CCNC)C=2C=CC=CC2.C([C@@H](O)C1=CC=CC=C1)(=O)[O-] (Atomoxetine (S)-(+)-Mandelate), C(C)(=O)OCCCC (n-butyl acetate), Cl (hydrogen chloride). The solvent is C1(=CC=CC=C1)C (toluene). Product: CC=1C=CC=CC1O[C@H](CCNC)C=2C=CC=CC2.Cl (Atomoxetine Hydrochloride). As a reaction SMILES: [CH3:1][C:2]1[CH:3]=[CH:4][CH:5]=[CH:6][C:7]=1[O:8][C@@H:9]([C:14]1[CH:15]=[CH:16][CH:17]=[CH:18][CH:19]=1)[CH2:10][CH2:11][NH:12][CH3:13].C([O-])(=O)[C@H](C1C=CC=CC=1)O.C(OCCCC)(=O)C.[ClH:39]>C1(C)C=CC=CC=1>[CH3:1][C:2]1[CH:3]=[CH:4][CH:5]=[CH:6][C:7]=1[O:8][C@@H:9]([C:14]1[CH:19]=[CH:18][CH:17]=[CH:16][CH:15]=1)[CH2:10][CH2:11][NH:12][CH3:13].[ClH:39] |f:0.1,5.6|. Procedure: Atomoxetine (S)-(+)-Mandelate (5.17 g, 0.01267 mol) was mixed at room temperature with 25.5 ml of n-butyl acetate and 0.6 ml of toluene under stirring. Keeping the temperature between about 18° C. and about 20° C. by means of water-ice bath cooling, 1.4 g of aqueous (36.4% w/w) hydrogen chloride was added into the obtained slurry. The slurry was stirred for 1 hour at room temperature. The solid was collected by filtration, washed with 6 ml of n-butyl acetate and dried in vacuo at 65° C. Reactants: [BH4-].[Na+] (sodium borohydride), FC(C(=O)C1=C(C(=CC=C1)C1CCNCC1)F)(F)F (2,2,2-trifluoro-1-(2-fluoro-3-piperidin-4-ylphenyl)ethanone), C([O-])([O-])=O.[Na+].[Na+] (sodium carbonate). Run in C(C)O (ethanol). Run at time 24 hour. The product is FC(C(O)C1=C(C(=CC=C1)C1CCNCC1)F)(F)F (2,2,2-TRIFLUORO-1-(2-FLUORO-3-PIPERIDIN-4-YLPHENYL)ETHANOL). Reaction SMILES: [F:1][C:2]([F:19])([F:18])[C:3]([C:5]1[CH:10]=[CH:9][CH:8]=[C:7]([CH:11]2[CH2:16][CH2:15][NH:14][CH2:13][CH2:12]2)[C:6]=1[F:17])=[O:4].[BH4-].[Na+].C(=O)([O-])[O-].[Na+].[Na+]>C(O)C>[F:19][C:2]([F:1])([F:18])[CH:3]([C:5]1[CH:10]=[CH:9][CH:8]=[C:7]([CH:11]2[CH2:12][CH2:13][NH:14][CH2:15][CH2:16]2)[C:6]=1[F:17])[OH:4] |f:1.2,3.4.5|. Procedure: 2,2,2-trifluoro-1-(2-fluoro-3-piperidin-4-ylphenyl)ethanone (0.045 g, 0.16 mmol) was dissolved in ethanol (10 ml) and sodium borohydride (0.026 g, 0.064 mmol) was added. The resulting mixture was stirred for 24 h, after which aqueous sodium carbonate (10%, 20 ml) was added. The aqueous phase was extracted with ethylacetate (3×20 ml) and the combined organic phases was dried (MgSO4), filtered and evaporated to dryness. Yield: 0.03 g. MS m/z (rel. intensity, 70 eV) 277 (M+, 87), 276 (69), 178 (14)... Starting materials: [Cl-].[NH4+] (ammonium chloride), C[Si](CC(C(=O)OCC)C#N)(C)C (ethyl 3-(trimethylsilyl)-2-cyanopropionate), BrCC(=O)OCC (ethyl bromoacetate), [H-].[Na+] (sodium hydride). Run in C1CCOC1 (THF). Run at time 30 minute. Yields the product C(#N)C(C(=O)OCC)(CC(=O)OCC)C[Si](C)(C)C (diethyl 2-cyano-2-(trimethylsilylmethyl)succinate). The yield is 99.0%. As a reaction SMILES: [CH3:1][Si:2]([CH3:13])([CH3:12])[CH2:3][CH:4]([C:10]#[N:11])[C:5]([O:7][CH2:8][CH3:9])=[O:6].[H-].[Na+].Br[CH2:17][C:18]([O:20][CH2:21][CH3:22])=[O:19].[Cl-].[NH4+]>C1COCC1>[C:10]([C:4]([CH2:3][Si:2]([CH3:1])([CH3:12])[CH3:13])([CH2:17][C:18]([O:20][CH2:21][CH3:22])=[O:19])[C:5]([O:7][CH2:8][CH3:9])=[O:6])#[N:11] |f:1.2,4.5|. Procedure details: A solution of ethyl 3-(trimethylsilyl)-2-cyanopropionate (2.26 g, 11.4 mmol) obtained in Example 13 in THF (15 ml) was cooled on ice, and added with sodium hydride (60%, 473 mg, 11.8 mmol) under an argon atmosphere, and the mixture was stirred for 30 minutes. The reaction mixture was added with ethyl bromoacetate (1.39 ml, 12.5 mmol), the mixture was stirred for 30 minutes under ice cooling, and stirring was further continued at room temperature for 20 hours. The reaction mixture was added with ... Starting materials: CC(C)(C)OC(=O)N1CC(=O)N(c2ccccc2O)CC1(C)C, CCCCP(CCCC)CCCC, COCCO, Cc1ccccc1, O=C(N=NC(=O)N1CCCCC1)N1CCCCC1, O. Product: COCCOc1ccccc1N1CC(C)(C)N(C(=O)OC(C)(C)C)CC1=O. RXN SMILES: [C:37]([CH3:38])([CH3:39])([CH3:40])[O:41][C:42](=[O:43])[N:44]1[C:45]([CH3:58])([CH3:59])[CH2:46][N:47]([c:51]2[c:52]([OH:57])[cH:53][cH:54][cH:55][cH:56]2)[C:48](=[O:50])[CH2:49]1.[CH2:24]([P:25]([CH2:26][CH2:27][CH2:28][CH3:29])[CH2:30][CH2:31][CH2:32][CH3:33])[CH2:34][CH2:35][CH3:36].[CH3:19][O:20][CH2:21][CH2:22][OH:23].[CH3:60][c:61]1[cH:62][cH:63][cH:64][cH:65][cH:66]1.[N:1]([C:2]([N:3]1[CH2:4][CH2:5][CH2:6][CH2:7][CH2:8]1)=[O:9])=[N:10][C:11]([N:12]1[CH2:13][CH2:14][CH2:15][CH2:16][CH2:17]1)=[O:18].[OH2:67]>>[CH3:19][O:20][CH2:21][CH2:22][O:57][c:52]1[c:51]([N:47]2[CH2:46][C:45]([CH3:58])([CH3:59])[N:44]([C:42]([O:41][C:37]([CH3:38])([CH3:39])[CH3:40])=[O:43])[CH2:49][C:48]2=[O:50])[cH:56][cH:55][cH:54][cH:53]1. Starting materials: CO (methanol), BrC1=C(C(=NC(=C1)Br)C1=C(C=C(C=C1)F)F)C (4,6-dibromo-2-(2,4-difluorophenyl)-3-methylpyridine), C[Si](C)(C)[NH-].C[Si](C)(C)[NH-].[Li+].[Li+] (lithium bis(trimethylsilylamide)), C(C)(C)(C)OC(C)=O (t-butylacetate). Run in C1CCOC1 (THF), C1CCOC1 (THF). Run at temperature -50 celsius, time 10 minute. The product is BrC1=C(C(=NC(=C1)Br)C1=C(C=C(C=C1)F)F)CCC(=O)OC(C)(C)C (tert-Butyl 3-[4,6-dibromo-2-(2,4-difluorophenyl)pyridin-3-yl]propanoate). Reaction SMILES: C[Si]([NH-])(C)C.C[Si]([NH-])(C)C.[Li+].[Li+].[C:13]([O:17][C:18](=[O:20])[CH3:19])([CH3:16])([CH3:15])[CH3:14].[Br:21][C:22]1[CH:27]=[C:26]([Br:28])[N:25]=[C:24]([C:29]2[CH:34]=[CH:33][C:32]([F:35])=[CH:31][C:30]=2[F:36])[C:23]=1[CH3:37].CO>C1COCC1>[Br:21][C:22]1[CH:27]=[C:26]([Br:28])[N:25]=[C:24]([C:29]2[CH:34]=[CH:33][C:32]([F:35])=[CH:31][C:30]=2[F:36])[C:23]=1[CH2:37][CH2:19][C:18]([O:17][C:13]([CH3:16])([CH3:15])[CH3:14])=[O:20] |f:0.1.2.3|. Procedure details: To a −78° C. solution of the lithium bis(trimethylsilylamide) (14 mL) in mL of THF was added t-butylacetate (2 mL). After stirring for 10 min, 4,6-dibromo-2-(2,4-difluorophenyl)-3-methylpyridine (1.0 g) dissolved in 3 mL THF was added dropwise. The mixture stirred at −78° C. for 1.5 h, then warmed to −50° C. The reaction mixture was then recooled to −78° C. and 3 mL of methanol was added. The solution stirred for 24 h at rt. The crude mixture was purified by flash chromatography, eluting with 50...